This data is from the Open Reaction Database (ORD), a public repository of structured organic reaction records. The task is: describe an organic reaction: reactants, conditions, products, and yield Yields the product CC(CC(=O)OCC)CCC1=CC=C(C=C1)OC(CC)C (ethyl 3-methyl-5-[4-(1-methylpropoxy)phenyl]pentanoate). Procedure: A mixture (2.90 g, 10.0 mmol) of ethyl 3-methyl-5-[4-(1-methylpropoxy)phenyl]-2-pentenoate and ethyl 3-methyl-5-[4-(1-methylpropoxy)phenyl]-3-pentenoate is combined with nickel chloride (129 mg, 1.0 mmol) and 80 ml of methanol and heated to 50°. Water (10 drops) is added to dissolve the nickel chloride. A second portion of nickel chloride (129 mg, 1.0 mmol) is heated with 10 drops of water, and the resulting solution is added, with 2 ml of methanol, to the mixture. The mixture is chilled to 15°,... RXN SMILES: [CH3:1][C:2]([CH2:9][CH2:10][C:11]1[CH:16]=[CH:15][C:14]([O:17][CH:18]([CH3:21])[CH2:19][CH3:20])=[CH:13][CH:12]=1)=[CH:3][C:4]([O:6][CH2:7][CH3:8])=[O:5].CC(=CCC1C=CC(OC(C)CC)=CC=1)CC(OCC)=O.[BH4-].[Na+]>O.[Ni](Cl)Cl.CO>[CH3:1][CH:2]([CH2:9][CH2:10][C:11]1[CH:16]=[CH:15][C:14]([O:17][CH:18]([CH3:21])[CH2:19][CH3:20])=[CH:13][CH:12]=1)[CH2:3][C:4]([O:6][CH2:7][CH3:8])=[O:5] |f:2.3|. Reactants: CC(=CC(=O)OCC)CCC1=CC=C(C=C1)OC(CC)C (ethyl 3-methyl-5-[4-(1-methylpropoxy)phenyl]-2-pentenoate), CC(CC(=O)OCC)=CCC1=CC=C(C=C1)OC(CC)C (ethyl 3-methyl-5-[4-(1-methylpropoxy)phenyl]-3-pentenoate), [BH4-].[Na+] (sodium borohydride). Run in CO (methanol), CO (methanol). The reagents and catalysts are O (Water), O (water), [Ni](Cl)Cl (nickel chloride), [Ni](Cl)Cl (nickel chloride), [Ni](Cl)Cl (nickel chloride). Reactants: CS(=O)(=O)c1cccc(I)c1, [Cu], O=[N+]([O-])c1ccccc1Br. Product: CS(=O)(=O)c1cccc(-c2ccccc2[N+](=O)[O-])c1. Reaction SMILES: [CH3:1][S:2](=[O:3])(=[O:4])[c:5]1[cH:6][c:7]([I:11])[cH:8][cH:9][cH:10]1.[Cu:22].[N+:12](=[O:13])([O-:14])[c:15]1[c:16]([Br:21])[cH:17][cH:18][cH:19][cH:20]1>>[CH3:1][S:2](=[O:3])(=[O:4])[c:5]1[cH:6][c:7](-[c:16]2[c:15]([N+:12](=[O:13])[O-:14])[cH:20][cH:19][cH:18][cH:17]2)[cH:8][cH:9][cH:10]1. The reactants are ClCCl, C1CCOC1, CN, CC(C)=O, Clc1ncnc(-c2cccnc2Cl)n1. The product is CNc1ncnc(-c2cccnc2Cl)n1. As a reaction SMILES: [CH2:17]([Cl:18])[Cl:19].[CH2:20]1[O:21][CH2:22][CH2:23][CH2:24]1.[CH3:15][NH2:16].[CH3:25][C:26](=[O:27])[CH3:28].[Cl:1][c:2]1[n:3][cH:4][n:5][c:6](-[c:8]2[c:9]([Cl:14])[n:10][cH:11][cH:12][cH:13]2)[n:7]1>>[c:2]1([NH:16][CH3:15])[n:3][cH:4][n:5][c:6](-[c:8]2[c:9]([Cl:14])[n:10][cH:11][cH:12][cH:13]2)[n:7]1. Reactants: CCOC(=O)CBr, CC(C)=O, CSC. Yields the product [Br-], CCOC(=O)C[S+](C)C. Reaction SMILES: [Br:1][CH2:2][C:3](=[O:4])[O:5][CH2:6][CH3:7].[CH3:11][C:12](=[O:13])[CH3:14].[CH3:8][S:9][CH3:10]>>[Br-:1].[CH2:2]([C:3](=[O:4])[O:5][CH2:6][CH3:7])[S+:9]([CH3:8])[CH3:10]. The reactants are C([O-])([O-])=O.[K+].[K+] (potassium carbonate), ClC=1C(=NC=CN1)N1CCN(CC1)CCN(S(=O)(=O)C=1C=NN(C1)C)C (1-methyl-1H-pyrazole-4-sulfonic acid [2-(3′-chloro-2,3,5,6-tetrahydro-[1,2′]bipyrazinyl-4-yl)-ethyl]-methyl-amide), COCCOC (DME), C(#N)CC1=CC=C(C=C1)B(O)O (4-cyanomethylphenyl boronic acid). Reagents/catalysts: C=1C=CC(=CC1)[P](C=2C=CC=CC2)(C=3C=CC=CC3)[Pd]([P](C=4C=CC=CC4)(C=5C=CC=CC5)C=6C=CC=CC6)([P](C=7C=CC=CC7)(C=8C=CC=CC8)C=9C=CC=CC9)[P](C=1C=CC=CC1)(C=1C=CC=CC1)C=1C=CC=CC1 (tetrakis(triphenylphosphine)palladium). Solvent: CC(=O)N(C)C.O (DMA H2O), O (H2O), C(C)(=O)OCC (ethyl acetate), O (water). Run at temperature 110 celsius, time 18 hour. The product is Cl.C(#N)CC1=CC=C(C=C1)C=1C(=NC=CN1)N1CCN(CC1)CCN(S(=O)(=O)C=1C=NN(C1)C)C (1-Methyl-1H-pyrazole-4-sulfonic acid {2-[3′-(4-cyanomethyl-phenyl)-2,3,5,6-tetrahydro-[1,2′]bipyrazinyl-4-yl]-ethyl}-methyl-amide hydrochloride). The yield is 66.2%. RXN SMILES: [Cl:1][C:2]1[C:3]([N:8]2[CH2:13][CH2:12][N:11]([CH2:14][CH2:15][N:16]([CH3:26])[S:17]([C:20]3[CH:21]=[N:22][N:23]([CH3:25])[CH:24]=3)(=[O:19])=[O:18])[CH2:10][CH2:9]2)=[N:4][CH:5]=[CH:6][N:7]=1.COCCOC.[C:33]([CH2:35][C:36]1[CH:41]=[CH:40][C:39](B(O)O)=[CH:38][CH:37]=1)#[N:34].C(=O)([O-])[O-].[K+].[K+]>CC(N(C)C)=O.O.C(OCC)(=O)C.O.C1C=CC([P]([Pd]([P](C2C=CC=CC=2)(C2C=CC=CC=2)C2C=CC=CC=2)([P](C2C=CC=CC=2)(C2C=CC=CC=2)C2C=CC=CC=2)[P](C2C=CC=CC=2)(C2C=CC=CC=2)C2C=CC=CC=2)(C2C=CC=CC=2)C2C=CC=CC=2)=CC=1>[ClH:1].[C:33]([CH2:35][C:36]1[CH:41]=[CH:40][C:39]([C:2]2[C:3]([N:8]3[CH2:13][CH2:12][N:11]([CH2:14][CH2:15][N:16]([CH3:26])[S:17]([C:20]4[CH:21]=[N:22][N:23]([CH3:25])[CH:24]=4)(=[O:19])=[O:18])[CH2:10][CH2:9]3)=[N:4][CH:5]=[CH:6][N:7]=2)=[CH:38][CH:37]=1)#[N:34] |f:3.4.5,6.7,11.12,^1:68,70,89,108|. Procedure: Dissolve 1-methyl-1H-pyrazole-4-sulfonic acid [2-(3′-chloro-2,3,5,6-tetrahydro-[1,2′]bipyrazinyl-4-yl)-ethyl]-methyl-amide (0.250 g, 0.625 mmol) in DMA-H2O (or DME:H2O) (6 mL; 3:1 v/v, previously degassed with nitrogen). Add 4-cyanomethylphenyl boronic acid (0.121 g, 0.750 mmol), potassium carbonate (0.207 g, 1.500 mmol) and tetrakis(triphenylphosphine)palladium (0.036 g, 0.031 mmol). Stir the reaction mixture at 110° C. for 18 hr. Cool and dilute with ethyl acetate and water. Extract the aqueou... Reactants: O=C([O-])O, CCOC(=O)n1c(SCc2cc(OC)ccn2)nc2cscc21, ClCCl, [Na+]. As a reaction SMILES: [C:24]([O-:25])(=[O:26])[OH:27].[CH2:1]([CH3:2])[O:3][C:4](=[O:5])[n:6]1[c:7]([S:14][CH2:15][c:16]2[cH:17][c:18]([O:22][CH3:23])[cH:19][cH:20][n:21]2)[n:8][c:9]2[c:10]1[cH:11][s:12][cH:13]2.[CH2:29]([Cl:30])[Cl:31].[Na+:28]>>[CH2:1]([CH3:2])[O:3][C:4](=[O:5])[n:6]1[c:7]([S:14]([CH2:15][c:16]2[cH:17][c:18]([O:22][CH3:23])[cH:19][cH:20][n:21]2)=[O:25])[n:8][c:9]2[c:10]1[cH:11][s:12][cH:13]2. Yields the product CCOC(=O)n1c(S(=O)Cc2cc(OC)ccn2)nc2cscc21.